This data is from the Open Reaction Database (ORD), a public repository of structured organic reaction records. The task is: describe an organic reaction: reactants, conditions, products, and yield The reactants are C(C1=CC=CC=C1)N1CCC(CC1)C(=O)OCC (ethyl 1-benzylpiperidine-4-carboxylate), [H-].C(C(C)C)[Al+]CC(C)C (diisobutylaluminum hydride). The solvent is C1(=CC=CC=C1)C (toluene), C1(=CC=CC=C1)C (toluene). Run at temperature -78 celsius, time 1 hour. The product is C(C1=CC=CC=C1)N1CCC(CC1)C=O (1-benzylpiperidine-4-carboxaldehyde). Yield: 91.9%. As a reaction SMILES: [CH2:1]([N:8]1[CH2:13][CH2:12][CH:11]([C:14](OCC)=[O:15])[CH2:10][CH2:9]1)[C:2]1[CH:7]=[CH:6][CH:5]=[CH:4][CH:3]=1.[H-].C([Al+]CC(C)C)C(C)C>C1(C)C=CC=CC=1>[CH2:1]([N:8]1[CH2:13][CH2:12][CH:11]([CH:14]=[O:15])[CH2:10][CH2:9]1)[C:2]1[CH:7]=[CH:6][CH:5]=[CH:4][CH:3]=1 |f:1.2|. Procedure details: To a solution of ethyl 1-benzylpiperidine-4-carboxylate (9.2 g, 0.037 mol) in 400 ml of toluene was added 1.5M diisobutylaluminum hydride in toluene (28 ml, 0. 042 mol) at -78° C. The mixture was stirred at -78° C. for 1 hr and quenched with 150 ml of MeOH and the dry ice bath was removed. After stirring for 2 hr at r.t., the mixture was filtered through diatomaceous earth (Celite (trademark)) and washed with methanol. The filtrate was concentrated to dryness to give 6.91 g (92%) of 1-benzylpipe... Starting materials: Cl.NNC(=O)N (semicarbazide hydrochloride), C[O-].[Na+] (sodium methoxide), FC1=CC=C(C(=O)CC#N)C=C1 (p-fluorobenzoylacetonitrile). Solvent: C(C)O (ethyl alcohol). Reaction conditions: time 15 minute. The product is NC1=CC(=NN1C(=O)N)C1=CC=C(C=C1)F (5-Amino-3-(4-fluorophenyl)-1H-pyrazole-1-carboxamide). Isolated yield 36.4%. As a reaction SMILES: Cl.[NH2:2][NH:3][C:4]([NH2:6])=[O:5].C[O-].[Na+].[F:10][C:11]1[CH:21]=[CH:20][C:14]([C:15]([CH2:17][C:18]#[N:19])=O)=[CH:13][CH:12]=1>C(O)C>[NH2:19][C:18]1[N:3]([C:4]([NH2:6])=[O:5])[N:2]=[C:15]([C:14]2[CH:13]=[CH:12][C:11]([F:10])=[CH:21][CH:20]=2)[CH:17]=1 |f:0.1,2.3|. Reported procedure: To a stirred solution of 12.0 g of semicarbazide hydrochloride in 200 ml of ethyl alcohol is added 5.35 g of sodium methoxide. The reaction mixture is stirred for 15 minutes and 16.3 g of p-fluorobenzoylacetonitrile added. The reaction mixture is heated at reflux for 2 hours, cooled and concentrated in vacuo to a separated solid which is filtered and washed with water and air dried. The solid is dissolved in 200 ml of ethyl alcohol and 5 ml of triethylamine followed by reflux for 1 hour. The vol...